Dataset: the Open Reaction Database (ORD), a public repository of structured organic reaction records. Task: describe an organic reaction: reactants, conditions, products, and yield The reactants are C(C)OC(C(CC1=CC=C(C=C1)OCCC1N(C(N(C1)CC1=CC=C(C=C1)C(F)(F)F)=O)CC1=CC=C(C=C1)OC)(OC1=CC=CC=C1)C)=O (3-(4-{2-[3-(4-Methoxy-benzyl)-2-oxo-1-(4-trifluoromethyl-benzyl)-imidazolidin-4-yl]-ethoxy}-phenyl)-2-methyl-2-phenoxy-propionic acid ethyl ester), C(C)[SiH](CC)CC (triethylsilane). Run in FC(C(=O)O)(F)F (Trifluoroacetic acid). Conditions: time 2 hour. Product: C(C)OC(C(CC1=CC=C(C=C1)OCCC1NC(N(C1)CC1=CC=C(C=C1)C(F)(F)F)=O)(OC1=CC=CC=C1)C)=O (2-Methyl-3-(4-{2-[2-oxo-1-(4-trifluoromethyl-benzyl)-imidazolidin-4-yl]-ethoxy}-phenyl)-2-phenoxy-propionic acid ethyl ester). RXN SMILES: [CH2:1]([O:3][C:4](=[O:50])[C:5]([CH3:49])([O:42][C:43]1[CH:48]=[CH:47][CH:46]=[CH:45][CH:44]=1)[CH2:6][C:7]1[CH:12]=[CH:11][C:10]([O:13][CH2:14][CH2:15][CH:16]2[CH2:20][N:19]([CH2:21][C:22]3[CH:27]=[CH:26][C:25]([C:28]([F:31])([F:30])[F:29])=[CH:24][CH:23]=3)[C:18](=[O:32])[N:17]2CC2C=CC(OC)=CC=2)=[CH:9][CH:8]=1)[CH3:2].C([SiH](CC)CC)C>FC(F)(F)C(O)=O>[CH2:1]([O:3][C:4](=[O:50])[C:5]([CH3:49])([O:42][C:43]1[CH:48]=[CH:47][CH:46]=[CH:45][CH:44]=1)[CH2:6][C:7]1[CH:12]=[CH:11][C:10]([O:13][CH2:14][CH2:15][CH:16]2[CH2:20][N:19]([CH2:21][C:22]3[CH:27]=[CH:26][C:25]([C:28]([F:29])([F:30])[F:31])=[CH:24][CH:23]=3)[C:18](=[O:32])[NH:17]2)=[CH:9][CH:8]=1)[CH3:2]. Procedure: Trifluoroacetic acid (60 mL) is added dropwise to a solution of 3-(4-{2-[3-(4-Methoxy-benzyl)-2-oxo-1-(4-trifluoromethyl-benzyl)-imidazolidin-4-yl]-ethoxy}-phenyl)-2-methyl-2-phenoxy-propionic acid ethyl ester (3.46 g, 5.01 mmol) and triethylsilane (1.6 mL, 10.0 mmol, d=0.728). The reaction mixture is stirred at ambient temperature for 2 h, concentrated, and diluted with ethyl acetate. The solution is washed, then dried, and concentrated in vacuo to provide the title compound. 1H NMR (400 MHz, C... Reactants: NCC12C3=CC=CC=C3C(C=3C=CC=CC13)C2 (9-aminomethyl-9,10-dihydro-9,10-methanoanthracene), C(C)(=O)OC(C)=O (acetic anhydride). Solvent: C(C)O (ethanol), O (water). Yields the product C(C)(=O)NCC12C3=CC=CC=C3C(C=3C=CC=CC13)C2 (9-acetylaminomethyl-9,10-dihydro-9,10-methanoanthracene). As a reaction SMILES: [NH2:1][CH2:2][C:3]12[CH2:17][CH:10]([C:11]3[CH:12]=[CH:13][CH:14]=[CH:15][C:16]=31)[C:9]1[C:4]2=[CH:5][CH:6]=[CH:7][CH:8]=1.[C:18](OC(=O)C)(=[O:20])[CH3:19]>C(O)C.O>[C:18]([NH:1][CH2:2][C:3]12[CH2:17][CH:10]([C:9]3[CH:8]=[CH:7][CH:6]=[CH:5][C:4]=31)[C:11]1[C:16]2=[CH:15][CH:14]=[CH:13][CH:12]=1)(=[O:20])[CH3:19]. Procedure details: A solution of 9-aminomethyl-9,10-dihydro-9,10-methanoanthracene (235 mg) and acetic anhydride (217 mg) in ethanol (5.0 ml) was refluxed for 3 hours. The reaction mixture was diluted with water and extracted with ethyl acetate. The ethyl acetate extract was washed with water, aqueous sodium bicarbonate and water, dried over anhydrous sodium sulfate and evaporated to dryness to give 9-acetylaminomethyl-9,10-dihydro-9,10-methanoanthracene. M.P. 184°-185.5° C. The reactants are [N-]=[N+]=NC1CCCCC1Oc1ccc(Br)cc1, C1CCOC1, O, c1ccc(P(c2ccccc2)c2ccccc2)cc1. Product: NC1CCCCC1Oc1ccc(Br)cc1. As a reaction SMILES: [Br:1][c:2]1[cH:3][cH:4][c:5]([O:8][CH:9]2[CH:10]([N:15]=[N+:16]=[N-:17])[CH2:11][CH2:12][CH2:13][CH2:14]2)[cH:6][cH:7]1.[O:38]1[CH2:39][CH2:40][CH2:41][CH2:42]1.[OH2:18].[c:19]1([P:20]([c:21]2[cH:22][cH:23][cH:24][cH:25][cH:26]2)[c:27]2[cH:28][cH:29][cH:30][cH:31][cH:32]2)[cH:33][cH:34][cH:35][cH:36][cH:37]1>>[Br:1][c:2]1[cH:3][cH:4][c:5]([O:8][CH:9]2[CH:10]([NH2:15])[CH2:11][CH2:12][CH2:13][CH2:14]2)[cH:6][cH:7]1. Reactants: [Al+3], CCCCCCCCCCCCN1CCCCCC1=O, CCOCC, [H-], [H-], [H-], [H-], [Li+], [Na+], [Na+], O=S(=O)([O-])[O-]. Product: CCCCCCCCCCCCN1CCCCCC1. As a reaction SMILES: [Al+3:22].[CH2:1]([CH2:2][CH2:3][CH2:4][CH2:5][CH2:6][CH2:7][CH2:8][CH2:9][CH2:10][CH2:11][CH3:12])[N:13]1[C:14](=[O:20])[CH2:15][CH2:16][CH2:17][CH2:18][CH2:19]1.[CH3:34][CH2:35][O:36][CH2:37][CH3:38].[H-:21].[H-:24].[H-:25].[H-:26].[Li+:23].[Na+:27].[Na+:28].[O-:29][S:30](=[O:31])(=[O:32])[O-:33]>>[CH2:1]([CH2:2][CH2:3][CH2:4][CH2:5][CH2:6][CH2:7][CH2:8][CH2:9][CH2:10][CH2:11][CH3:12])[N:13]1[CH2:14][CH2:15][CH2:16][CH2:17][CH2:18][CH2:19]1.